Dataset: the Open Reaction Database (ORD), a public repository of structured organic reaction records. Task: describe an organic reaction: reactants, conditions, products, and yield Starting materials: ClC1=NC(=CC(=C1)Cl)C1=CC=C(C=C1)OC(C)C (2,4-dichloro-6-(4-isopropoxyphenyl)pyridine), CN1CC(OB(OC(C1)=O)C=1C=NC=CC1)=O (6-methyl-2-(3-pyridinyl)-1,3,6,2-dioxazaborocane-4,8-dione), [O-]P(=O)([O-])[O-].[K+].[K+].[K+] (K3PO4). Reagents/catalysts: C1=CC=C(C=C1)P([C-]2C=CC=C2)C3=CC=CC=C3.C1=CC=C(C=C1)P([C-]2C=CC=C2)C3=CC=CC=C3.Cl[Pd]Cl.[Fe+2] (Pd(dppf)Cl2). Conditions: time 3 hour. The product is ClC1=CC(=NC(=C1)C1=CC=C(C=C1)OC(C)C)C1=CC=NC=C1 (4-chloro-6-(4-isopropoxyphenyl)-2,4′-bipyridine). Isolated yield 66.0%. RXN SMILES: Cl[C:2]1[CH:7]=[C:6]([Cl:8])[CH:5]=[C:4]([C:9]2[CH:14]=[CH:13][C:12]([O:15][CH:16]([CH3:18])[CH3:17])=[CH:11][CH:10]=2)[N:3]=1.CN1CC(=O)OB([C:29]2[CH:30]=[N:31][CH:32]=[CH:33][CH:34]=2)OC(=O)C1.[O-]P([O-])([O-])=O.[K+].[K+].[K+]>C1C=CC(P(C2C=CC=CC=2)[C-]2C=CC=C2)=CC=1.C1C=CC(P(C2C=CC=CC=2)[C-]2C=CC=C2)=CC=1.Cl[Pd]Cl.[Fe+2]>[Cl:8][C:6]1[CH:5]=[C:4]([C:9]2[CH:14]=[CH:13][C:12]([O:15][CH:16]([CH3:18])[CH3:17])=[CH:11][CH:10]=2)[N:3]=[C:2]([C:34]2[CH:33]=[CH:32][N:31]=[CH:30][CH:29]=2)[CH:7]=1 |f:2.3.4.5,6.7.8.9|. Procedure: To a 2 dram vial equipped with a stir bar was added 2,4-dichloro-6-(4-isopropoxyphenyl)pyridine (60 mg, 0.21 mmol), 6-methyl-2-(3-pyridinyl)-1,3,6,2-dioxazaborocane-4,8-dione (“4-pyridyl MIDA boronate”, 50 mg, 0.21 mmol), Pd(dppf)Cl2 (8.0 mg, 10 μmol) and K3PO4 (337 mg, 1.59 mmol). The vial was capped with a septum screw-cap and then placed under N2 atmosphere. To the vial was added degassed THF (5 mL) and degassed water (1 mL). The vial was placed in a 60° C. heating block with stirring for 3 h... Reaction SMILES: C(=O)([O-])[O-].[Cs+].[Cs+].[C:7]([O:11][C:12](=[O:25])[NH:13][CH2:14][C:15]([C:18]1[CH:23]=[CH:22][C:21]([OH:24])=[CH:20][CH:19]=1)([CH3:17])[CH3:16])([CH3:10])([CH3:9])[CH3:8].Cl[C:27]1[CH:35]=[CH:34][C:30]([C:31]([NH2:33])=[O:32])=[CH:29][N:28]=1>CN(C)C=O.[Cl-].[Na+].O>[C:7]([O:11][C:12](=[O:25])[NH:13][CH2:14][C:15]([C:18]1[CH:19]=[CH:20][C:21]([O:24][C:27]2[CH:35]=[CH:34][C:30]([C:31](=[O:32])[NH2:33])=[CH:29][N:28]=2)=[CH:22][CH:23]=1)([CH3:17])[CH3:16])([CH3:8])([CH3:9])[CH3:10] |f:0.1.2,6.7.8|. Reported procedure: Add cesium carbonate (2.15 g, 6.60 mmol) to a stirred solution of [2-(4-hydroxy-phenyl)-2-methyl-propyl]-carbamic acid tert-butyl ester (0.86 g, 3.24 mmol) in dimethylformamide (20 mL). Stir for 30 minutes under nitrogen at room temperature. Then add 6-chloronicotinamide (0.51 g, 3.26 mmol) and heat to 100° C. under nitrogen for 6 h. Cool the reaction to room temperature, pour into brine (100 mL), extract with ethyl acetate (3×75 mL), dry the ethyl acetate extracts over magnesium sulfate, filter... Starting materials: C([O-])([O-])=O.[Cs+].[Cs+] (cesium carbonate), C(C)(C)(C)OC(NCC(C)(C)C1=CC=C(C=C1)O)=O ([2-(4-hydroxy-phenyl)-2-methyl-propyl]-carbamic acid tert-butyl ester), ClC1=NC=C(C(=O)N)C=C1 (6-chloronicotinamide). Solvent: [Cl-].[Na+].O (brine), CN(C=O)C (dimethylformamide). The yield is 40.4%. The product is C(C)(C)(C)OC(NCC(C)(C)C1=CC=C(C=C1)OC1=NC=C(C=C1)C(N)=O)=O ({2-[4-(5-carbamoyl-pyridin-2-yloxy)-phenyl]-2-methyl-propyl}-carbamic acid tert-butyl ester). Run at time 30 minute. Reagents/catalysts: [Rh] (rhodium-on-carbon). RXN SMILES: [O:1]1[CH:5]=[CH:4][CH:3]=[C:2]1[C:6]([N:8]1[CH2:14][CH2:13][CH2:12][NH:11][CH2:10][CH2:9]1)=[O:7]>[Rh].C(O)C>[O:1]1[CH2:5][CH2:4][CH2:3][CH:2]1[C:6]([N:8]1[CH2:14][CH2:13][CH2:12][NH:11][CH2:10][CH2:9]1)=[O:7]. Yields the product O1C(CCC1)C(=O)N1CCNCCC1 (N-(2-Tetrahydrofuroyl)homopiperazine). Starting materials: O1C(=CC=C1)C(=O)N1CCNCCC1 (N-(2-Furoyl)homopiperazine). Solvent: C(C)O (ethanol). Procedure details: N-(2-Furoyl)homopiperazine (33.0 g.) in 200 ml. of ethanol was hydrogenated over 5% rhodium-on-carbon catalyst at three atmospheres pressure. The catalyst was removed by filtration and the product distilled to give the desired product, B.P. 135° at 1 mm. Starting materials: CC1(COC(OC1)C(C)[C@H]1CC[C@H]2[C@@H]3[C@@H](C=C4C[C@@H](C[C@@H]([C@]4(C)[C@H]3CC[C@]12C)OC(=O)OC)OC(=O)OC)OC(=O)OC)C (20-(5,5-dimethyl-1,3-dioxan-2-yl)-1α,3α,7α- tris(methoxycarbonyloxy)pregn-5-ene), C[O-].[Na+] (sodium methoxide). Solvent: CO (methanol), O (water). Conditions: time 5 hour. The product is CC1(COC(OC1)C(C)[C@H]1CC[C@H]2[C@@H]3[C@@H](C=C4C[C@H](C[C@@H]([C@]4(C)[C@H]3CC[C@]12C)O)O)O)C (20-(5,5-dimethyl-1,3-dioxan-2-yl)pregn-5-ene-1α,3β,7α-triol). Yield: 90.2%. As a reaction SMILES: [CH3:1][C:2]1([CH3:44])[CH2:7][O:6][CH:5]([CH:8]([C@@H:10]2[C@:27]3([CH3:28])[C@H:13]([C@H:14]4[C@H:24]([CH2:25][CH2:26]3)[C@:22]3([CH3:23])[C:17]([CH2:18][C@H:19]([O:34]C(OC)=O)[CH2:20][C@@H:21]3[O:29]C(OC)=O)=[CH:16][C@H:15]4[O:39]C(OC)=O)[CH2:12][CH2:11]2)[CH3:9])[O:4][CH2:3]1.C[O-].[Na+]>CO.O>[CH3:44][C:2]1([CH3:1])[CH2:3][O:4][CH:5]([CH:8]([C@@H:10]2[C@:27]3([CH3:28])[C@H:13]([C@H:14]4[C@H:24]([CH2:25][CH2:26]3)[C@:22]3([CH3:23])[C:17]([CH2:18][C@@H:19]([OH:34])[CH2:20][C@@H:21]3[OH:29])=[CH:16][C@H:15]4[OH:39])[CH2:12][CH2:11]2)[CH3:9])[O:6][CH2:7]1 |f:1.2|. Reported procedure: In 5 ml of methanol was dissolved 100 mg of 20-(5,5-dimethyl-1,3-dioxan-2-yl)-1α,3α,7α- tris(methoxycarbonyloxy)pregn-5-ene, followed by addition of 30 mg of sodium methoxide, and the mixture was stirred at room temperature for 5 hours. The reaction mixture was poured in water and extracted with methylene chloride. The extracts were pooled, washed with aqueous sodium chloride solution and concentrated under reduced pressure. The concentrate was recrystallized from ethyl acetate to give 65 mg of ... The solvent is CC(OCC)=O (EA). RXN SMILES: [CH3:1][C:2]1([CH3:27])[C:6]([CH3:8])([CH3:7])[O:5][B:4]([C:9]2[CH:10]=[N:11][N:12]([CH:14]3[CH2:19][CH2:18][N:17](C(OC(C)(C)C)=O)[CH2:16][CH2:15]3)[CH:13]=2)[O:3]1.[ClH:28].CC(=O)OCC>CC(=O)OCC>[ClH:28].[CH3:1][C:2]1([CH3:27])[C:6]([CH3:7])([CH3:8])[O:5][B:4]([C:9]2[CH:10]=[N:11][N:12]([CH:14]3[CH2:19][CH2:18][NH:17][CH2:16][CH2:15]3)[CH:13]=2)[O:3]1 |f:1.2,4.5|. Reactants: CC1(OB(OC1(C)C)C=1C=NN(C1)C1CCN(CC1)C(=O)OC(C)(C)C)C (tert-butyl 4-(4-(4,4,5,5-tetramethyl-1,3,2-dioxaborolan-2-yl)-1H-pyrazol-1-yl)piperidine-1-carboxylate), Cl.CC(OCC)=O (HCl EA). The product is Cl.CC1(OB(OC1(C)C)C=1C=NN(C1)C1CCNCC1)C (4-(4-(4,4,5,5-tetramethyl-1,3,2-dioxaborolan-2-yl)-1H-pyrazol-1-yl)piperidine hydrochloride). Procedure: A solution of tert-butyl 4-(4-(4,4,5,5-tetramethyl-1,3,2-dioxaborolan-2-yl)-1H-pyrazol-1-yl)piperidine-1-carboxylate (8.2 g, 21.73 mmol) and 30 mL of HCl-EA (5.0 N) in 15 mL of EA was stirred at room temperature for 2 hours. The volatiles were removed in vacuo to give 7.3 g of title compound.